Dataset: the Open Reaction Database (ORD), a public repository of structured organic reaction records. Task: describe an organic reaction: reactants, conditions, products, and yield Reactants: CCCBr, CCO, [Na], Sc1nc[nH]n1. Yields the product CCCSc1nc[nH]n1. As a reaction SMILES: [CH2:8]([CH2:9][CH3:10])[Br:11].[CH3:12][CH2:13][OH:14].[Na:7].[SH:1][c:2]1[n:3][nH:4][cH:5][n:6]1>>[S:1]([c:2]1[n:3][nH:4][cH:5][n:6]1)[CH2:8][CH2:9][CH3:10]. Procedure details: 0.8 g of 50% sodium hydride in an oil was added in small portions to a mixture of 3.4 g of succinimide and 50 ml of dimethylformamide, and the resulting mixture was stirred for 30 minutes. 2.0 g of 6-methylergolin-8β-ylmethyl tosylate was added to the mixture which was then heated on a water bath for 30 minutes. The solvent was distilled off under reduced pressure, and water was added to the residue. The precipitated crystals were separated by filtration, and washed with water. The crystals thus... Reaction SMILES: [H-].[Na+].[C:3]1(=[O:9])[NH:7][C:6](=[O:8])[CH2:5][CH2:4]1.S(C1C=CC(C)=CC=1)(O[CH2:14][C@@H:15]1[CH2:29][C@H:28]2[C@@H:18]([CH2:19][C:20]3[C:30]4[C:23](=[CH:24][CH:25]=[CH:26][C:27]2=4)[NH:22][CH:21]=3)[N:17]([CH3:31])[CH2:16]1)(=O)=O.C>C(O)C.CN(C)C=O>[CH3:31][N:17]1[C@H:18]2[C@@H:28]([C:27]3[CH:26]=[CH:25][CH:24]=[C:23]4[C:30]=3[C:20]([CH2:19]2)=[CH:21][NH:22]4)[CH2:29][C@@H:15]([CH2:14][N:7]2[C:6](=[O:8])[CH2:5][CH2:4][C:3]2=[O:9])[CH2:16]1 |f:0.1|. The product is CN1C[C@@H](C[C@@H]2C=3C=CC=C4NC=C(C[C@@H]12)C34)CN3C(CCC3=O)=O (N-(6-methylergolin-8β-ylmethyl)succinimide). Yield: 54.8%. Reactants: [H-].[Na+] (sodium hydride), C1(CCC(N1)=O)=O (succinimide), S(=O)(=O)(OC[C@H]1CN([C@@H]2CC3=CNC4=CC=CC([C@H]2C1)=C34)C)C3=CC=C(C)C=C3 (6-methylergolin-8β-ylmethyl tosylate), C (charcoal). Run at time 30 minute. Run in CN(C=O)C (dimethylformamide), C(C)O (ethanol). Starting materials: N[C@@H](C(=O)N)C(C)C ((R)-2-amino-3-methyl-butyramide), ClC1=NC=C(C(=N1)Cl)Cl (2,4,5-trichloropyrimidine), C(=O)([O-])[O-].[K+].[K+] (K2CO3). Solvent: CN(C)C=O (DMF), C(Cl)Cl (DCM). Conditions: time 5 hour. The product is ClC1=NC=C(C(=N1)N[C@@H](C(=O)N)C(C)C)Cl ((R)-2-(2,5-dichloro-pyrimidin-4-ylamino)-3-methyl-butyramide). Yield: 62.4%. Reaction SMILES: [NH2:1][C@H:2]([CH:6]([CH3:8])[CH3:7])[C:3]([NH2:5])=[O:4].[Cl:9][C:10]1[N:15]=[C:14](Cl)[C:13]([Cl:17])=[CH:12][N:11]=1.C([O-])([O-])=O.[K+].[K+]>CN(C=O)C.C(Cl)Cl>[Cl:9][C:10]1[N:15]=[C:14]([NH:1][C@H:2]([CH:6]([CH3:8])[CH3:7])[C:3]([NH2:5])=[O:4])[C:13]([Cl:17])=[CH:12][N:11]=1 |f:2.3.4|. Procedure details: A mixture of (R)-2-amino-3-methyl-butyramide (50 mg), 2,4,5-trichloropyrimidine (67 mg) and K2CO3 (116 mg) in DMF (3 mL) was stirred at room temperature for 5 hr. The reaction mixture was diluted with DCM and washed with brine three times. The organic layer was dried with sodium sulfate and concentrated. The residue was purified by silica gel chromatography to provide 60 mg of (R)-2-(2,5-dichloro-pyrimidin-4-ylamino)-3-methyl-butyramide: 1H NMR (300 MHz, CDCl3) 8.2 (s, 1H), 6.2 (bs, 1H), 5.8 (bs... The reactants are CCI, CN(C)C=O, COc1cc2ncnc(Oc3ccc(NC(=O)OC4CCCCC4)cc3)c2cc1OC, [H-], [Na+], O. Yields the product CCN(C(=O)OC1CCCCC1)c1ccc(Oc2ncnc3cc(OC)c(OC)cc23)cc1. Reaction SMILES: [CH2:39]([CH3:40])[I:41].[CH3:1][N:2]([CH3:3])[CH:4]=[O:5].[CH3:8][O:9][c:10]1[cH:11][c:12]2[c:13]([O:22][c:23]3[cH:24][cH:25][c:26]([NH:29][C:30]([O:31][CH:32]4[CH2:33][CH2:34][CH2:35][CH2:36][CH2:37]4)=[O:38])[cH:27][cH:28]3)[n:14][cH:15][n:16][c:17]2[cH:18][c:19]1[O:20][CH3:21].[H-:6].[Na+:7].[OH2:42]>>[CH3:8][O:9][c:10]1[cH:11][c:12]2[c:13]([O:22][c:23]3[cH:24][cH:25][c:26]([N:29]([C:30]([O:31][CH:32]4[CH2:33][CH2:34][CH2:35][CH2:36][CH2:37]4)=[O:38])[CH2:39][CH3:40])[cH:27][cH:28]3)[n:14][cH:15][n:16][c:17]2[cH:18][c:19]1[O:20][CH3:21]. Isolated yield 702.7%. Yields the product COC1=CC=C(C=C1)C=1C2=C(NN1)C=CS2 (3-(4-Methoxyphenyl)-1H-thieno[3,2-c]pyrazole). Procedure details: A solution of 1.0 g of (3-bromothien-2-yl) (4-methoxyphenyl)methanone hydrazone in 60 ml of ethoxyethanol was treated with an alkaline solution prepared by dissolving 6.0 g of 85% potassium hydroxide pellets in 20 ml of water. The resultant solution was stirred at 105°-110° for 30 minutes and to it under nitrogen was added 250 ml of finely powdered cuprous chloride. The darkened mixture was maintained at 105°-110° C. for an additional 90 minutes and quenched with water. The organic materials wer... The reactants are [OH-].[K+] (potassium hydroxide), cuprous chloride, BrC1=C(SC=C1)C(=NN)C1=CC=C(C=C1)OC ((3-bromothien-2-yl) (4-methoxyphenyl)methanone hydrazone), resultant solution. Reaction SMILES: Br[C:2]1[CH:6]=[CH:5][S:4][C:3]=1[C:7]([C:10]1[CH:15]=[CH:14][C:13]([O:16][CH3:17])=[CH:12][CH:11]=1)=[N:8][NH2:9].[OH-].[K+]>C(OC(O)C)C.O>[CH3:17][O:16][C:13]1[CH:14]=[CH:15][C:10]([C:7]2[C:3]3[S:4][CH:5]=[CH:6][C:2]=3[NH:9][N:8]=2)=[CH:11][CH:12]=1 |f:1.2|. Run in O (water), C(C)OC(C)O (ethoxyethanol). Reactants: ClC1=CC=C(C=C1)NC(=O)N1CC2=CC(=C(C=C2C[C@H]1C(=O)O)OC)OC ((3S)-2N-(4-chlorophenylaminocarbonyl)-6,7-dimethoxy-1,2,3,4-tetrahydroisoquinoline-3-carboxylic acid), N1(CCCC1)N=C1CC=C(C=C1)N (4-(pyrrolidinylimino)phenylamine), C(CCl)Cl (EDC). Solvent: CN(C)C=O (DMF), O (H2O). Run at time 2 hour. The product is N1(CCCC1)N=C1CC=C(C=C1)NC(=O)[C@H]1N(CC2=CC(=C(C=C2C1)OC)OC)C(=O)NC1=CC=C(C=C1)Cl ((3S)-N-[4-(pyrrolidinylimino)phenyl]-2N-(4-chlorophenylaminocarbonyl)-6,7-dimethoxy-1,2,3,4-tetrahydroisoquinoline-3-carboxamide). Isolated yield 82.5%. RXN SMILES: [Cl:1][C:2]1[CH:7]=[CH:6][C:5]([NH:8][C:9]([N:11]2[C@H:20]([C:21]([OH:23])=O)[CH2:19][C:18]3[C:13](=[CH:14][C:15]([O:26][CH3:27])=[C:16]([O:24][CH3:25])[CH:17]=3)[CH2:12]2)=[O:10])=[CH:4][CH:3]=1.[N:28]1([N:33]=[C:34]2[CH:39]=[CH:38][C:37]([NH2:40])=[CH:36][CH2:35]2)[CH2:32][CH2:31][CH2:30][CH2:29]1.C(Cl)CCl>CN(C=O)C.O>[N:28]1([N:33]=[C:34]2[CH:35]=[CH:36][C:37]([NH:40][C:21]([C@@H:20]3[CH2:19][C:18]4[C:13](=[CH:14][C:15]([O:26][CH3:27])=[C:16]([O:24][CH3:25])[CH:17]=4)[CH2:12][N:11]3[C:9]([NH:8][C:5]3[CH:4]=[CH:3][C:2]([Cl:1])=[CH:7][CH:6]=3)=[O:10])=[O:23])=[CH:38][CH2:39]2)[CH2:29][CH2:30][CH2:31][CH2:32]1. Procedure: To a solution of (3S)-2N-(4-chlorophenylaminocarbonyl)-6,7-dimethoxy-1,2,3,4-tetrahydroisoquinoline-3-carboxylic acid (100 mg, 0.26 mmol) and 4-(pyrrolidinylimino)phenylamine (97 mg, 0.51 mmol) in DMF (4 mL) and H2O (1 mL) at room temperature, EDC (196 mg, 1.02 mmol) was added. The mixture was stirred at room temperature for 2 h. It was concentrated in vacuo. The residue was purified by HPLC to give the titled compound as a powder (118 mg). MS 562.2 and 564.2 (M+H, Cl pattern). Reactants: ClC1=CC2=C(C=N1)C(=NN2C(C2=CC=CC=C2)(C2=CC=CC=C2)C2=CC=CC=C2)\C=C\COC ((E)-6-chloro-3-(3-methoxyprop-1-en-1-yl)-1-trityl-1H-pyrazolo[4,3-c]pyridine), C1(=CC=CC=C1)[C@@H](C)NC(=O)N ((R)-1-(1-phenylethyl)urea), C(=O)([O-])[O-].[Cs+].[Cs+] (Cs2CO3). The reagents and catalysts are CC(C)C1=CC(=C(C(=C1)C(C)C)C2=C(C=CC(=C2P(C3CCCCC3)C4CCCCC4)OC)OC)C(C)C.C1=CC=C([C-]=C1)CCN.Cl[Pd+] (BrettPhos precatalyst). The solvent is CC(=O)N(C)C (DMA). Run at temperature 100 celsius. Product: COC/C=C/C1=NN(C2=C1C=NC(=C2)NC(=O)N[C@H](C)C2=CC=CC=C2)C(C2=CC=CC=C2)(C2=CC=CC=C2)C2=CC=CC=C2 ((R,E)-1-(3-(3-methoxyprop-1-en-1-yl)-1-trityl-1H-pyrazolo[4,3-c]pyridin-6-yl)-3-(1-phenylethyl)urea). RXN SMILES: Cl[C:2]1[N:7]=[CH:6][C:5]2[C:8](/[CH:30]=[CH:31]/[CH2:32][O:33][CH3:34])=[N:9][N:10]([C:11]([C:24]3[CH:29]=[CH:28][CH:27]=[CH:26][CH:25]=3)([C:18]3[CH:23]=[CH:22][CH:21]=[CH:20][CH:19]=3)[C:12]3[CH:17]=[CH:16][CH:15]=[CH:14][CH:13]=3)[C:4]=2[CH:3]=1.[C:35]1([C@H:41]([NH:43][C:44]([NH2:46])=[O:45])[CH3:42])[CH:40]=[CH:39][CH:38]=[CH:37][CH:36]=1.C([O-])([O-])=O.[Cs+].[Cs+]>CC(C1C=C(C(C)C)C(C2C(P(C3CCCCC3)C3CCCCC3)=C(OC)C=CC=2OC)=C(C(C)C)C=1)C.C1C=[C-]C(CCN)=CC=1.Cl[Pd+].CC(N(C)C)=O>[CH3:34][O:33][CH2:32]/[CH:31]=[CH:30]/[C:8]1[C:5]2[CH:6]=[N:7][C:2]([NH:46][C:44]([NH:43][C@@H:41]([C:35]3[CH:40]=[CH:39][CH:38]=[CH:37][CH:36]=3)[CH3:42])=[O:45])=[CH:3][C:4]=2[N:10]([C:11]([C:24]2[CH:25]=[CH:26][CH:27]=[CH:28][CH:29]=2)([C:12]2[CH:13]=[CH:14][CH:15]=[CH:16][CH:17]=2)[C:18]2[CH:19]=[CH:20][CH:21]=[CH:22][CH:23]=2)[N:9]=1 |f:2.3.4,5.6.7|. Procedure: (E)-6-chloro-3-(3-methoxyprop-1-en-1-yl)-1-trityl-1H-pyrazolo[4,3-c]pyridine (111 mg, 0.239 mmol), (R)-1-(1-phenylethyl)urea (59 mg, 0.359 mmol), Cs2CO3 (194 mg, 0.597 mmol), BrettPhos precatalyst (19.06 mg, 0.024 mmol) and DMA (1.5 ml). The mixture was evacuated and purged with nitrogen six times and heated at 100° C. for 35 min. The mixture was diluted with EtOAc and washed with water, brine, dried (Na2SO4) and concentrated to afford crude (R,E)-1-(3-(3-methoxyprop-1-en-1-yl)-1-trityl-1H-pyraz... The reactants are CCOC(Cc1ccc(O)cc1C)C(=O)N1C(=O)OCC1Cc1ccccc1, Cc1oc(-c2ccccc2)nc1CCO, Cc1oc(-c2ccc(Cl)cc2)nc1CCO, NC(=O)c1ccc(Cl)cc1, C1CCOC1, CCC(=O)CC(=O)OC, CCOC(=O)N=NC(=O)OCC, c1ccc(P(c2ccccc2)c2ccccc2)cc1. Yields the product CCOC(Cc1ccc(OCCc2nc(-c3ccc(Cl)cc3)oc2C)cc1C)C(=O)N1C(=O)OCC1Cc1ccccc1. Reaction SMILES: [CH2:1]([c:2]1[cH:3][cH:4][cH:5][cH:6][cH:7]1)[CH:8]1[N:9]([C:14]([CH:15]([CH2:16][c:17]2[c:18]([CH3:24])[cH:19][c:20]([OH:23])[cH:21][cH:22]2)[O:25][CH2:26][CH3:27])=[O:28])[C:10](=[O:13])[O:11][CH2:12]1.[CH3:64][c:65]1[o:66][c:67](-[c:68]2[cH:69][cH:70][cH:71][cH:72][cH:73]2)[n:74][c:75]1[CH2:76][CH2:77][OH:78].[Cl:29][c:30]1[cH:31][cH:32][c:33](-[c:36]2[o:37][c:38]([CH3:44])[c:39]([CH2:41][CH2:42][OH:43])[n:40]2)[cH:34][cH:35]1.[Cl:54][c:55]1[cH:56][cH:57][c:58]([C:59]([NH2:60])=[O:61])[cH:62][cH:63]1.[O:110]1[CH2:111][CH2:112][CH2:113][CH2:114]1.[O:45]=[C:46]([CH2:47][CH3:48])[CH2:49][C:50]([O:51][CH3:52])=[O:53].[O:98]=[C:99]([O:100][CH2:101][CH3:102])[N:103]=[N:104][C:105]([O:106][CH2:107][CH3:108])=[O:109].[c:79]1([P:80]([c:81]2[cH:82][cH:83][cH:84][cH:85][cH:86]2)[c:87]2[cH:88][cH:89][cH:90][cH:91][cH:92]2)[cH:93][cH:94][cH:95][cH:96][cH:97]1>>[CH2:1]([c:2]1[cH:3][cH:4][cH:5][cH:6][cH:7]1)[CH:8]1[N:9]([C:14]([CH:15]([CH2:16][c:17]2[c:18]([CH3:24])[cH:19][c:20]([O:23][CH2:42][CH2:41][c:39]3[c:38]([CH3:44])[o:37][c:36](-[c:33]4[cH:32][cH:31][c:30]([Cl:29])[cH:35][cH:34]4)[n:40]3)[cH:21][cH:22]2)[O:25][CH2:26][CH3:27])=[O:28])[C:10](=[O:13])[O:11][CH2:12]1.